This data is from the Open Reaction Database (ORD), a public repository of structured organic reaction records. The task is: describe an organic reaction: reactants, conditions, products, and yield Starting materials: CCOC(=O)N1CCN(C(=O)C(CCC(=O)OC(C)(C)C)NC(=O)c2cc(OC(C)C(=O)O)n(-c3ccccc3)n2)CC1, O=C(OCc1ccccc1)C1CCCN1, ClCCCl, CCOC(C)=O, CCN(C(C)C)C(C)C, Cl, CN(C)C=O, On1nnc2ccccc21. Yields the product CCOC(=O)N1CCN(C(=O)C(CCC(=O)OC(C)(C)C)NC(=O)c2cc(OC(C)C(=O)N3CCCC3C(=O)OCc3ccccc3)n(-c3ccccc3)n2)CC1. As a reaction SMILES: [CH2:1]([CH3:2])[O:3][C:4](=[O:5])[N:6]1[CH2:7][CH2:8][N:9]([C:12]([CH:13]([CH2:14][CH2:15][C:16](=[O:17])[O:18][C:19]([CH3:20])([CH3:21])[CH3:22])[NH:23][C:24](=[O:25])[c:26]2[n:27][n:28](-[c:37]3[cH:38][cH:39][cH:40][cH:41][cH:42]3)[c:29]([O:31][CH:32]([CH3:33])[C:34](=[O:35])[OH:36])[cH:30]2)=[O:43])[CH2:10][CH2:11]1.[CH2:64]([c:65]1[cH:66][cH:67][cH:68][cH:69][cH:70]1)[O:71][C:72]([CH:73]1[NH:74][CH2:75][CH2:76][CH2:77]1)=[O:78].[CH2:90]([Cl:91])[CH2:92][Cl:93].[CH3:84][CH2:85][O:86][C:87](=[O:88])[CH3:89].[CH:54]([N:55]([CH2:56][CH3:57])[CH:58]([CH3:59])[CH3:60])([CH3:61])[CH3:62].[ClH:63].[O:79]=[CH:80][N:81]([CH3:82])[CH3:83].[OH:44][n:45]1[c:46]2[c:47]([cH:48][cH:49][cH:50][cH:51]2)[n:52][n:53]1>>[CH2:1]([CH3:2])[O:3][C:4](=[O:5])[N:6]1[CH2:7][CH2:8][N:9]([C:12]([CH:13]([CH2:14][CH2:15][C:16](=[O:17])[O:18][C:19]([CH3:20])([CH3:21])[CH3:22])[NH:23][C:24](=[O:25])[c:26]2[n:27][n:28](-[c:37]3[cH:38][cH:39][cH:40][cH:41][cH:42]3)[c:29]([O:31][CH:32]([CH3:33])[C:34](=[O:36])[N:74]3[CH:73]([C:72]([O:71][CH2:64][c:65]4[cH:66][cH:67][cH:68][cH:69][cH:70]4)=[O:78])[CH2:77][CH2:76][CH2:75]3)[cH:30]2)=[O:43])[CH2:10][CH2:11]1.